This data is from the Open Reaction Database (ORD), a public repository of structured organic reaction records. The task is: describe an organic reaction: reactants, conditions, products, and yield Starting materials: C(C)(C)(C)OC(=O)N[C@@H](C)C(=O)OC1C=2C=C(N=NC2CC(C1)C)C1=CC(=CC=C1)C(F)(F)F (5-(N-(tert-butoxycarbonyl)-L-alanyl)oxy-7-methyl-3-(3-trifluoromethylphenyl)-5,6,7,8-tetrahydrocinnoline), Cl (HCl). Solvent: O1CCOCC1 (dioxane), O1CCOCC1 (dioxane). Yields the product Cl.Cl.N[C@@H](C)C(=O)OC1C=2C=C(N=NC2CC(C1)C)C1=CC(=CC=C1)C(F)(F)F (5-(L-alanyl)oxy-7-methyl-3-(3-trifluoromethylphenyl)-5,6,7,8-tetrahydrocinnoline dihydrochloride). Reaction SMILES: C(OC([NH:8][C@H:9]([C:11]([O:13][CH:14]1[CH2:23][CH:22]([CH3:24])[CH2:21][C:20]2[N:19]=[N:18][C:17]([C:25]3[CH:30]=[CH:29][CH:28]=[C:27]([C:31]([F:34])([F:33])[F:32])[CH:26]=3)=[CH:16][C:15]1=2)=[O:12])[CH3:10])=O)(C)(C)C.[ClH:35]>O1CCOCC1>[ClH:35].[ClH:35].[NH2:8][C@H:9]([C:11]([O:13][CH:14]1[CH2:23][CH:22]([CH3:24])[CH2:21][C:20]2[N:19]=[N:18][C:17]([C:25]3[CH:30]=[CH:29][CH:28]=[C:27]([C:31]([F:34])([F:33])[F:32])[CH:26]=3)=[CH:16][C:15]1=2)=[O:12])[CH3:10] |f:3.4.5|. Procedure details: 5-(N-(tert-butoxycarbonyl)-L-alanyl)oxy-7-methyl-3-(3-trifluoromethylphenyl)-5,6,7,8-tetrahydrocinnoline obtained in Example 31 was dissolved in dioxane (0.5 mL, followed by adding a 4N HCl solution/dioxane (0.5 mL) under ice cooling and reacting over night. The reaction liquid was concentrated to dryness to obtain an objective compound as white solid. The reactants are CCOCC (ether), C(C\C=C/C\C=C/CC)O ((3Z,6Z)-Nona-3,6-dien-1-ol), C1(=CC=C(C=C1)S(=O)(=O)Cl)C (p-toluenesulfonyl chloride), N1=CC=CC=C1 (Pyridine). Solvent: O (water), C(Cl)(Cl)Cl (chloroform). Product: C1(=CC=C(C=C1)S(=O)(=O)OCC\C=C/C\C=C/CC)C ((3Z,6Z)-nona-3,6-dienyl p-toluenesulfonate). RXN SMILES: [CH2:1]([OH:10])[CH2:2]/[CH:3]=[CH:4]\[CH2:5]/[CH:6]=[CH:7]\[CH2:8][CH3:9].N1C=CC=CC=1.[C:17]1([CH3:27])[CH:22]=[CH:21][C:20]([S:23](Cl)(=[O:25])=[O:24])=[CH:19][CH:18]=1.CCOCC>C(Cl)(Cl)Cl.O>[C:17]1([CH3:27])[CH:22]=[CH:21][C:20]([S:23]([O:10][CH2:1][CH2:2]/[CH:3]=[CH:4]\[CH2:5]/[CH:6]=[CH:7]\[CH2:8][CH3:9])(=[O:25])=[O:24])=[CH:19][CH:18]=1. Reported procedure: (3Z,6Z)-nona-3,6-dienyl p-toluenesulfonate can be prepared from 2-Pentyn-1-ol by dissolving 2-Pentyn-1-ol (1.03 g, 12 mmol) in chloroform (10 ml) and adding pyridine (1.90 g, 24 mmol) followed by p-toluenesulfonyl chloride (3.43 g, 18 mmol) in small portions with constant stirring. After about 4 hrs, ether (30 ml) and water (7 ml) can be added and the organic layer can be washed successively with HCl (7 ml), 5% NaHCO3, water (7 ml) to produce pent-2-ynyl p-toluenesolfonate. Pent-2-ynyl p-toluene... The reactants are Cl.CN(CCC(=O)C=1SC=CC1)C (3-dimethylamino-1-(2-thienyl)-1-propanone hydrochloride), [OH-].[Na+] (sodium hydroxide), [BH4-].[Na+] (sodium borohydride). Solvent: CO (methanol), O (water). Product: CN(CCC(O)C=1SC=CC1)C (α-[2-(Dimethylamino)ethyl]-2-thiophene methanol). The yield is 90.0%. As a reaction SMILES: Cl.[CH3:2][N:3]([CH3:13])[CH2:4][CH2:5][C:6]([C:8]1[S:9][CH:10]=[CH:11][CH:12]=1)=[O:7].[OH-].[Na+].[BH4-].[Na+]>CO.O>[CH3:13][N:3]([CH3:2])[CH2:4][CH2:5][CH:6]([C:8]1[S:9][CH:10]=[CH:11][CH:12]=1)[OH:7] |f:0.1,2.3,4.5|. Procedure: To a solution of 3-dimethylamino-1-(2-thienyl)-1-propanone hydrochloride (70.0 g, 0.34 mol) in 840 ml of methanol and 420 ml of water at about 0° C. was added 5N sodium hydroxide until the solution was slightly basic. To the resulting solution was added sodium borohydride (12.9 g., 0.34 mol) in portions. The mixture was allowed to warm to room temperature overnight. The methanol was removed in vacuo and the remaining solution was diluted with water. The solution was extracted with diethyl ether,...